From a dataset of the Open Reaction Database (ORD), a public repository of structured organic reaction records. describe an organic reaction: reactants, conditions, products, and yield The reactants are O.C1(=CC=C(C=C1)S(=O)(=O)O)C (p-toluene sulphonic acid monohydrate), crude product, CN1CCOCC1 (N-methylmorpholine), [OH-].[NH4+] (ammonium hydroxide), [OH-].[NH4+] (ammonium hydroxide), P(Cl)(Cl)(Cl)(Cl)Cl (phosphorous pentachloride), CO (methanol). Solvent: CC(=O)C (acetone), C(C)(=O)OCC (ethyl acetate), O (water), ClCCl (dichloromethane), ClCCl (dichloromethane). Reaction conditions: temperature -25 celsius, time 45 minute. Product: C1(=CC=C(C=C1)S(=O)(=O)O)C (p-toluenesulphonic acid). RXN SMILES: CN1CCOCC1.P(Cl)(Cl)(Cl)(Cl)Cl.CO.[OH-].[NH4+].O.[C:19]1([CH3:29])[CH:24]=[CH:23][C:22]([S:25]([OH:28])(=[O:27])=[O:26])=[CH:21][CH:20]=1>ClCCl.C(OCC)(=O)C.CC(C)=O.O>[C:19]1([CH3:29])[CH:20]=[CH:21][C:22]([S:25]([OH:28])(=[O:26])=[O:27])=[CH:23][CH:24]=1 |f:3.4,5.6|. Procedure details: A stirred solution of benzyl 6β-phenylacetamidobisnorpenicillanate (3.56 g, 8.9 mmol) in dry dichloromethane (15 ml) was cooled to -25° C. under nitrogen and treated with first, N-methylmorpholine (1.82 g, 1.97 ml, 17.98 mmol) and then, dropwise, with a solution of phosphorous pentachloride (2.25 g, 10.79 mmol) in dry dichloromethane (25 ml). The solution was stirred for 45 minutes during which time the temperature was allowed to reach 0° C. The mixture was then re-cooled to -25° C. and treated,... Reaction SMILES: [OH:1][CH:2]([C:19]1[CH:24]=[CH:23][CH:22]=[C:21]([CH3:25])[N:20]=1)[CH2:3][O:4][C:5]1[CH:18]=[CH:17][C:8]([CH2:9][CH:10]2[S:14][C:13](=[O:15])[NH:12][C:11]2=[O:16])=[CH:7][CH:6]=1.N1C=CC=CC=1.[C:32](OC(=O)C)(=[O:34])[CH3:33]>O>[C:32]([O:1][CH:2]([C:19]1[CH:24]=[CH:23][CH:22]=[C:21]([CH3:25])[N:20]=1)[CH2:3][O:4][C:5]1[CH:6]=[CH:7][C:8]([CH2:9][CH:10]2[S:14][C:13](=[O:15])[NH:12][C:11]2=[O:16])=[CH:17][CH:18]=1)(=[O:34])[CH3:33]. Reaction conditions: time 2 day. Starting materials: OC(COC1=CC=C(CC2C(NC(S2)=O)=O)C=C1)C1=NC(=CC=C1)C (5-{4-[2-hydroxy-2-(6-methyl-2-pyridyl)ethoxy]benzyl}-2,4-thiazolidinedione), N1=CC=CC=C1 (pyridine), C(C)(=O)OC(C)=O (acetic anhydride). Run in O (water). Yields the product C(C)(=O)OC(COC1=CC=C(CC2C(NC(S2)=O)=O)C=C1)C1=NC(=CC=C1)C (5-{4-[2-acetoxy-2-(6-methyl-2-pyridyl)ethoxy]benzyl}-2,4-thiazolidinedione). Procedure: A mixed solution of 5-{4-[2-hydroxy-2-(6-methyl-2-pyridyl)ethoxy]benzyl}-2,4-thiazolidinedione (350 mg), pyridine (5 ml) and acetic anhydride (0.2 ml) was allowed to stand at room temperature for 2 days, and then poured in water, followed by extraction with ethyl acetate. The ethyl acetate layer was washed with water, dried (MgSO4) and freed of the solvent. The residue was chromatographed on a silica gel (20 g) column, and elution was effected with benzene-acetone (15:1, V/V) to give 5-{4-[2-ace... Starting materials: CNC(=O)N(OCC1=CC=CC=C1)C(C)C1=CC=C(C=C1)N1C(=CC=C1C)C (N-(N'-methylcarbamoyl)-N-benzyloxy-1-[4-(2,5-dimethyl-1H-pyrrol-1-yl)-phenyl]-ethyl-amine). Solvent: C(C)(=O)OCC (ethyl acetate). The product is CNC(=O)N(O)C(C)C1=CC=C(C=C1)N1C(=CC=C1C)C (N-(N'-methylcarbamoyl)-N-hydroxy-1-[4-(2,5-dimethyl-1H-pyrrol-1-yl)-phenyl]-ethylamine). RXN SMILES: [CH3:1][NH:2][C:3]([N:5]([CH:14]([C:16]1[CH:21]=[CH:20][C:19]([N:22]2[C:26]([CH3:27])=[CH:25][CH:24]=[C:23]2[CH3:28])=[CH:18][CH:17]=1)[CH3:15])[O:6]CC1C=CC=CC=1)=[O:4]>C(OCC)(=O)C>[CH3:1][NH:2][C:3]([N:5]([CH:14]([C:16]1[CH:21]=[CH:20][C:19]([N:22]2[C:26]([CH3:27])=[CH:25][CH:24]=[C:23]2[CH3:28])=[CH:18][CH:17]=1)[CH3:15])[OH:6])=[O:4]. Procedure: A solution of 0.7 g of N-(N'-methylcarbamoyl)-N-benzyloxy-1-[4-(2,5-dimethyl-1H-pyrrol-1-yl)-phenyl]-ethyl-amine in 50 ml of ethyl acetate is hydrogenated at room temperature and 3 atmospheres pressure for 3 hours to yield N-(N'-methylcarbamoyl)-N-hydroxy-1-[4-(2,5-dimethyl-1H-pyrrol-1-yl)-phenyl]-ethylamine; m.p. 131°-133°.